This data is from the Open Reaction Database (ORD), a public repository of structured organic reaction records. The task is: describe an organic reaction: reactants, conditions, products, and yield Starting materials: CC1C[C@H]2CN[C@@H]([C@H]2C1)CNC(=O)C1=C(N=C2SC=CN21)C (6-methyl-imidazo[2,1-b]thiazole-5-carboxylic acid-[(1S,2S,5R)-7-methyl-3-aza-bicyclo[3.3.0]oct-2-ylmethyl]-amide), NC=1SC(=C(N1)C(=O)O)C1=CC(=CC=C1)C (2-amino-5-(3-methyl-phenyl)-thiazole-4-carboxylic acid). The product is CC1C[C@H]2CN([C@@H]([C@H]2C1)CNC(=O)C1=C(N=C2SC=CN21)C)C(=O)C=2N=C(SC2C2=CC(=CC=C2)C)N (6-Methyl-imidazo[2,1-b]thiazole-5-carboxylic acid-(1S,2S,5R)-{7-methyl-3-[2-amino-5-(3-methyl-phenyl)-thiazole-4-carbonyl]-3-aza-bicyclo[3.3.0]oct-2-ylmethyl}-amide). As a reaction SMILES: [CH3:1][CH:2]1[CH2:9][C@H:8]2[C@H:4]([CH2:5][NH:6][C@@H:7]2[CH2:10][NH:11][C:12]([C:14]2[N:21]3[C:17]([S:18][CH:19]=[CH:20]3)=[N:16][C:15]=2[CH3:22])=[O:13])[CH2:3]1.[NH2:23][C:24]1[S:25][C:26]([C:32]2[CH:37]=[CH:36][CH:35]=[C:34]([CH3:38])[CH:33]=2)=[C:27]([C:29](O)=[O:30])[N:28]=1>>[CH3:1][CH:2]1[CH2:9][C@H:8]2[C@H:4]([CH2:5][N:6]([C:29]([C:27]3[N:28]=[C:24]([NH2:23])[S:25][C:26]=3[C:32]3[CH:37]=[CH:36][CH:35]=[C:34]([CH3:38])[CH:33]=3)=[O:30])[C@@H:7]2[CH2:10][NH:11][C:12]([C:14]2[N:21]3[C:17]([S:18][CH:19]=[CH:20]3)=[N:16][C:15]=2[CH3:22])=[O:13])[CH2:3]1. Reported procedure: prepared by reaction of 6-methyl-imidazo[2,1-b]thiazole-5-carboxylic acid-[(1S,2S,5R)-7-methyl-3-aza-bicyclo[3.3.0]oct-2-ylmethyl]-amide with 2-amino-5-(3-methyl-phenyl)-thiazole-4-carboxylic acid.